Dataset: the Open Reaction Database (ORD), a public repository of structured organic reaction records. Task: describe an organic reaction: reactants, conditions, products, and yield Reactants: C(C)OC(C=CC1=C(C=C(C=C1)Cl)NS(=O)(=O)C1=CC=C(C=C1)C)=O (3-[4-chloro-2-(toluene-4-sulfonylamino)-phenyl]-acrylic acid ethyl ester), C([O-])([O-])=O.[K+].[K+] (potassium carbonate), BrCC(=O)C1=CC=C(C=C1)Cl (2-bromo-4′-chloroacetophenone), [OH-].[Na+] (Sodium hydroxide). Run in CN(C(C)=O)C (N,N-dimethylacetamide). Reaction conditions: time 15 minute. Product: ClC1=CC=C2C(=C(NC2=C1)C(C1=CC=C(C=C1)Cl)=O)CC(=O)O ([6-chloro-2-(4-chloro-benzoyl)-1H-indol-3-yl]-acetic acid). Isolated yield 81.7%. RXN SMILES: C([O:3][C:4](=[O:25])[CH:5]=[CH:6][C:7]1[CH:12]=[CH:11][C:10]([Cl:13])=[CH:9][C:8]=1[NH:14]S(C1C=CC(C)=CC=1)(=O)=O)C.C(=O)([O-])[O-].[K+].[K+].Br[CH2:33][C:34]([C:36]1[CH:41]=[CH:40][C:39]([Cl:42])=[CH:38][CH:37]=1)=[O:35].[OH-].[Na+]>CN(C)C(=O)C>[Cl:13][C:10]1[CH:9]=[C:8]2[C:7]([C:6]([CH2:5][C:4]([OH:3])=[O:25])=[C:33]([C:34](=[O:35])[C:36]3[CH:41]=[CH:40][C:39]([Cl:42])=[CH:38][CH:37]=3)[NH:14]2)=[CH:12][CH:11]=1 |f:1.2.3,5.6|. Procedure: To a solution of 3-[4-chloro-2-(toluene-4-sulfonylamino)-phenyl]-acrylic acid ethyl ester (13.0g, 34.2 mmol) in N,N-dimethylacetamide (120 ml) was added potassium carbonate (9.45 g, 68.4 mmol) and 2-bromo-4′-chloroacetophenone (8.78 g, 37.6 mmol) and the reaction was stirred at room temperature for 15 minutes. 1N Sodium hydroxide (130 ml) was added and the reaction mixture was heated to 100° C. for 8 hours. The reaction mixture was cooled to room temperature and poured into a separatory funnel a... The reactants are FC(C(=O)O)(F)F.COC(=O)[C@H]1NC[C@@H](C1)S(=O)(=O)CC1CC1 ((2S,4R)-4-cyclopropylmethanesulfonyl-pyrrolidine-2-carboxylic acid methyl ester trifluoroacetate), C(CC(=O)C)(=O)OC(C)(C)C (tert-butyl acetoacetate). Run in C(C)N(CC)CC (triethylamine). The product is COC(=O)[C@H]1N(C[C@@H](C1)S(=O)(=O)CC1CC1)C(CC(C)=O)=O ((2S,4R)-4-cyclopropylmethanesulfonyl-1-(3-oxo-butyryl)-pyrrolidine-2-carboxylic acid methyl ester). As a reaction SMILES: FC(F)(F)C(O)=O.[CH3:8][O:9][C:10]([C@@H:12]1[CH2:16][C@@H:15]([S:17]([CH2:20][CH:21]2[CH2:23][CH2:22]2)(=[O:19])=[O:18])[CH2:14][NH:13]1)=[O:11].[C:24](OC(C)(C)C)(=[O:29])[CH2:25][C:26]([CH3:28])=[O:27]>C(N(CC)CC)C>[CH3:8][O:9][C:10]([C@@H:12]1[CH2:16][C@@H:15]([S:17]([CH2:20][CH:21]2[CH2:23][CH2:22]2)(=[O:18])=[O:19])[CH2:14][N:13]1[C:24](=[O:29])[CH2:25][C:26](=[O:27])[CH3:28])=[O:11] |f:0.1|. Reported procedure: In analogy to the procedure described in example 192f, (2S,4R)-4-cyclopropylmethanesulfonyl-pyrrolidine-2-carboxylic acid methyl ester trifluoroacetate was reacted with tert-butyl acetoacetate in the presence of triethylamine to give the title compound as brown solid. MS (ESI): m/z=332.2 [M+H]+. The reactants are CN1N=C(C=C1C(=O)OC)C1=CC(=CC=C1)Br (methyl 1-methyl-3-(3-bromophenyl)pyrazole-5-carboxylate), S(=O)(=O)(Cl)Cl (sulfuryl chloride), O (water). Run in C1=CC=CC=C1 (benzene). Yields the product CN1N=C(C(=C1C(=O)OC)Cl)C1=CC(=CC=C1)Br (methyl 1-methyl-3-(3-bromophenyl)-4-chloropyrazole-5-carboxylate). As a reaction SMILES: [CH3:1][N:2]1[C:6]([C:7]([O:9][CH3:10])=[O:8])=[CH:5][C:4]([C:11]2[CH:16]=[CH:15][CH:14]=[C:13]([Br:17])[CH:12]=2)=[N:3]1.S(Cl)([Cl:21])(=O)=O.O>C1C=CC=CC=1>[CH3:1][N:2]1[C:6]([C:7]([O:9][CH3:10])=[O:8])=[C:5]([Cl:21])[C:4]([C:11]2[CH:16]=[CH:15][CH:14]=[C:13]([Br:17])[CH:12]=2)=[N:3]1. Reported procedure: A reaction mixture was prepared from 13.5 g. of methyl 1-methyl-3-(3-bromophenyl)pyrazole-5-carboxylate and 6.2 g. of sulfuryl chloride in benzene solution. The reaction mixture was heated to refluxing temperature for about 36 hours, and was then cooled and poured into water. The aqueous mixture was extracted with ethyl acetate, and the ethyl acetate extract separated and dried. Removal of the ethyl acetate in vacuo yielded, as a residue, methyl 1-methyl-3-(3-bromophenyl)-4-chloropyrazole-5-carb... Starting materials: C(C1=CC=CC=C1)OC=1C(=NN2C1C(N(C(C2)C)CC2=CC=C(C=C2)F)=O)C(=O)OC (methyl 3-benzyloxy-5-(4-fluorobenzyl)-6-methyl-4-oxo-4,5,6,7-tetrahydropyrazolo[1,5-a]pyrazine-2-carboxylate), CN (methylamine). Product: C(C1=CC=CC=C1)OC=1C(=NN2C1C(N(C(C2)C)CC2=CC=C(C=C2)F)=O)C(=O)NC (3-Benzyloxy-5-(4-fluorobenzyl)-N-methyl-6-methyl-4-oxo-4,5,6,7-tetrahydropyrazolo[1,5-a]pyrazine-2-carboxamide). As a reaction SMILES: [CH2:1]([O:8][C:9]1[C:10]([C:28]([O:30]C)=O)=[N:11][N:12]2[CH2:17][CH:16]([CH3:18])[N:15]([CH2:19][C:20]3[CH:25]=[CH:24][C:23]([F:26])=[CH:22][CH:21]=3)[C:14](=[O:27])[C:13]=12)[C:2]1[CH:7]=[CH:6][CH:5]=[CH:4][CH:3]=1.[CH3:32][NH2:33]>>[CH2:1]([O:8][C:9]1[C:10]([C:28]([NH:33][CH3:32])=[O:30])=[N:11][N:12]2[CH2:17][CH:16]([CH3:18])[N:15]([CH2:19][C:20]3[CH:25]=[CH:24][C:23]([F:26])=[CH:22][CH:21]=3)[C:14](=[O:27])[C:13]=12)[C:2]1[CH:3]=[CH:4][CH:5]=[CH:6][CH:7]=1. Reported procedure: The title compound was prepared from methyl 3-benzyloxy-5-(4-fluorobenzyl)-6-methyl-4-oxo-4,5,6,7-tetrahydropyrazolo[1,5-a]pyrazine-2-carboxylate using a procedure similar to that described in Example 5, Step 3, except that methylamine (2M in MeOH) was used in place of 4-fluorobenzylamine, and the reaction was heated to reflux overnight. The solvent was removed in vacuo, and the material was used without purification. ES MS (M+1)=423. The reactants are ClC(=O)OC1=CC=C(C=C1)[N+](=O)[O-] (4-Nitrophenyl chloroformate), O (Water), CC1=NC=CC=C1OC1=C2C(=NC=N1)N(N=C2)C2CCNCC2 (4-(2-methyl-pyridin-3-yloxy)-1-piperidin-4-yl-1H-pyrazolo[3,4-d]pyrimidine), CC1=NC=CC=C1OC1=C2C(=NC=N1)N(N=C2)C2CCNCC2 (4-(2-methyl-pyridin-3-yloxy)-1-piperidin-4-yl-1H-pyrazolo[3,4-d]pyrimidine), C(C)(C)N(CC)C(C)C (diisopropylethylamine). The solvent is ClCCl (dichloromethane). Conditions: time 1 hour. Product: [N+](=O)([O-])C1=CC=C(C=C1)OC(=O)N1CCC(CC1)N1N=CC=2C1=NC=NC2OC=2C(=NC=CC2)C (4-[4-(2-methyl-pyridin-3-yloxy)-pyrazolo[3,4-d]pyrimidin-1-yl]-piperidine-1-carboxylic acid 4-nitro-phenyl ester). The yield is 42.5%. As a reaction SMILES: Cl[C:2]([O:4][C:5]1[CH:10]=[CH:9][C:8]([N+:11]([O-:13])=[O:12])=[CH:7][CH:6]=1)=[O:3].[CH3:14][C:15]1[C:20]([O:21][C:22]2[N:27]=[CH:26][N:25]=[C:24]3[N:28]([CH:31]4[CH2:36][CH2:35][NH:34][CH2:33][CH2:32]4)[N:29]=[CH:30][C:23]=23)=[CH:19][CH:18]=[CH:17][N:16]=1.C(N(C(C)C)CC)(C)C.O>ClCCl>[N+:11]([C:8]1[CH:9]=[CH:10][C:5]([O:4][C:2]([N:34]2[CH2:33][CH2:32][CH:31]([N:28]3[C:24]4=[N:25][CH:26]=[N:27][C:22]([O:21][C:20]5[C:15]([CH3:14])=[N:16][CH:17]=[CH:18][CH:19]=5)=[C:23]4[CH:30]=[N:29]3)[CH2:36][CH2:35]2)=[O:3])=[CH:6][CH:7]=1)([O-:13])=[O:12]. Procedure: 4-Nitrophenyl chloroformate (Aldrich Chemical Company, Inc., Milwaukee, Wis., USA 268 mg, 1.33 mmol) was added in three portions to a cooled (˜0° C.) solution of 4-(2-methyl-pyridin-3-yloxy)-1-piperidin-4-yl-1H-pyrazolo[3,4-d]pyrimidine (Intermediate 28; 275 mg, 0.89 mmol), and diisopropylethylamine (390 μL, 2.2 mmol) in anhydrous dichloromethane (10 mL). The mixture was warmed to room temperature and stirred for 1 h. Water (10 mL) was added, the layers were separated and the organic layer was w... Starting materials: CO (Methanol), NC1=NC(=NC(=N1)NC1=CC=C(C=C1)C#N)CC1=C2C=CN(C2=CC=C1Cl)S(=O)(=O)C1=CC=C(C=C1)C (4-[[4-amino-6-[(4-cyanophenyl)amino]-1,3,5-triazin-2-yl]methyl]-5-chloro-1-[(4-methylphenyl)sulfonyl]-1H-indole), C(=O)([O-])[O-].[K+].[K+] (K2CO3). The solvent is O (water), O (Water). Yields the product NC1=NC(=NC(=N1)CC1=C2C=CNC2=CC=C1Cl)NC1=CC=C(C#N)C=C1 (4-[[4-amino-6-[(5-chloro-1H-indol-4-yl)methyl]-1,3,5-triazin-2-yl]amino]benzonitrile). Yield: 45.0%. As a reaction SMILES: CO.[NH2:3][C:4]1[N:9]=[C:8]([NH:10][C:11]2[CH:16]=[CH:15][C:14]([C:17]#[N:18])=[CH:13][CH:12]=2)[N:7]=[C:6]([CH2:19][C:20]2[C:28]([Cl:29])=[CH:27][CH:26]=[C:25]3[C:21]=2[CH:22]=[CH:23][N:24]3S(C2C=CC(C)=CC=2)(=O)=O)[N:5]=1.C([O-])([O-])=O.[K+].[K+]>O>[NH2:3][C:4]1[N:5]=[C:6]([CH2:19][C:20]2[C:28]([Cl:29])=[CH:27][CH:26]=[C:25]3[C:21]=2[CH:22]=[CH:23][NH:24]3)[N:7]=[C:8]([NH:10][C:11]2[CH:16]=[CH:15][C:14]([C:17]#[N:18])=[CH:13][CH:12]=2)[N:9]=1 |f:2.3.4|. Procedure: Methanol (120 ml) was added to a mixture of intermediate (5) (2.35 g) and K2CO3 (9.19 g) in water (40 ml). The resulting reaction mixture was stirred and refluxed for 19 hours under argon. Water (120 ml) was added, the precipitate was filtered off and purified by column chromatography over silica gel (eluent: DCM/2-propanone 90/10). Two desired fractions were collected and their solvent was evaporated. The first fraction group was slurried in ACN, cooled, filtered off and dried, yielding 0.75 g ...